describe an organic reaction: reactants, conditions, products, and yield From a dataset of the Open Reaction Database (ORD), a public repository of structured organic reaction records. Starting materials: COC(=O)C1=Cc2cccc3ccn(c23)C1, [H][H], C1CCOC1. The product is COC(=O)C1Cc2cccc3ccn(c23)C1. As a reaction SMILES: [CH3:1][O:2][C:3](=[O:4])[C:5]1=[CH:14][c:13]2[c:8]3[n:7]([cH:16][cH:15][c:9]3[cH:10][cH:11][cH:12]2)[CH2:6]1.[H:17][H:18].[O:19]1[CH2:20][CH2:21][CH2:22][CH2:23]1>>[CH3:1][O:2][C:3](=[O:4])[CH:5]1[CH2:6][n:7]2[c:8]3[c:9]([cH:10][cH:11][cH:12][c:13]3[CH2:14]1)[cH:15][cH:16]2. Reactants: CC=1C(=CSC1)C(O)C=1N=CN(C1)C(C1=CC=CC=C1)(C1=CC=CC=C1)C1=CC=CC=C1 ((4-methylthien-3-yl)-1-trityl-imidazol-4-yl-methanol), B2. Reagents/catalysts: O=[Mn]=O (MnO2). The solvent is C(Cl)Cl (CH2Cl2). Run at time 3 hour. Product: CC=1C(=CSC1)C(=O)C=1N=CN(C1)C(C1=CC=CC=C1)(C1=CC=CC=C1)C1=CC=CC=C1 ((4-methylthien-3-yl)-1-trityl-imidazol-4-yl-methanone), A3. Reaction SMILES: [CH3:1][C:2]1[C:3]([CH:7]([C:9]2[N:10]=[CH:11][N:12]([C:14]([C:27]3[CH:32]=[CH:31][CH:30]=[CH:29][CH:28]=3)([C:21]3[CH:26]=[CH:25][CH:24]=[CH:23][CH:22]=3)[C:15]3[CH:20]=[CH:19][CH:18]=[CH:17][CH:16]=3)[CH:13]=2)[OH:8])=[CH:4][S:5][CH:6]=1>C(Cl)Cl.O=[Mn]=O>[CH3:1][C:2]1[C:3]([C:7]([C:9]2[N:10]=[CH:11][N:12]([C:14]([C:27]3[CH:32]=[CH:31][CH:30]=[CH:29][CH:28]=3)([C:15]3[CH:16]=[CH:17][CH:18]=[CH:19][CH:20]=3)[C:21]3[CH:26]=[CH:25][CH:24]=[CH:23][CH:22]=3)[CH:13]=2)=[O:8])=[CH:4][S:5][CH:6]=1. Procedure details: To a solution of (4-methylthien-3-yl)-1-trityl-imidazol-4-yl-methanol, B2, (6.5 g, 14.9 mmol) in 100 mL of CH2Cl2 was added MnO2 (13 g). The mixture was stirred at room temperature for 3 hr and then filtered through Dicalite and the solvent was evaporated in vacuo to give (4-methylthien-3-yl)-1-trityl-imidazol-4-yl-methanone, A3. 1H NMR (CDCl3) supported the assigned structure. ##STR41## Starting materials: C1COCCO1, Cc1ccc[nH]c1=O, CCOC(C)=O, [Cu]I, O=[N+]([O-])c1ccc(I)cc1, [K+], [K+], [K+], NC1CCCCC1N, O=P([O-])([O-])[O-]. Yields the product Cc1cccn(-c2ccc([N+](=O)[O-])cc2)c1=O. RXN SMILES: [CH2:43]1[O:44][CH2:45][CH2:46][O:47][CH2:48]1.[CH3:11][c:12]1[c:13](=[O:18])[nH:14][cH:15][cH:16][cH:17]1.[CH3:35][CH2:36][O:37][C:38]([CH3:39])=[O:40].[Cu:41][I:42].[I:1][c:2]1[cH:3][cH:4][c:5]([N+:8](=[O:9])[O-:10])[cH:6][cH:7]1.[K+:24].[K+:25].[K+:26].[NH2:27][CH:28]1[CH2:29][CH2:30][CH2:31][CH2:32][CH:33]1[NH2:34].[P:19]([O-:20])([O-:21])([O-:22])=[O:23]>>[c:2]1(-[n:14]2[c:13](=[O:18])[c:12]([CH3:11])[cH:17][cH:16][cH:15]2)[cH:3][cH:4][c:5]([N+:8](=[O:9])[O-:10])[cH:6][cH:7]1. Starting materials: [N+](=O)([O-])C=1C(=NC=CC1)N(CCCN1C(C2=CC=CC=C2C1=O)=O)C1=CC=CC=C1 (2-[3-[(3-Nitro-2-pyridinyl)phenylamino]propyl]-1H-isoindole-1,3(2H)dione), [H][H] (hydrogen). The reagents and catalysts are [Pd] (palladium-on-carbon). The solvent is C(C)O.C(C)(=O)OCC (ethanol ethyl acetate). Yields the product NC=1C(=NC=CC1)N(CCCN1C(C2=CC=CC=C2C1=O)=O)C1=CC=CC=C1 (2-[3-[(3-Amino-2-pyridinyl)phenylamino]propyl]-1H-isoindole-1,3(2H)dione). RXN SMILES: [N+:1]([C:4]1[C:5]([N:10]([C:25]2[CH:30]=[CH:29][CH:28]=[CH:27][CH:26]=2)[CH2:11][CH2:12][CH2:13][N:14]2[C:22](=[O:23])[C:21]3[C:16](=[CH:17][CH:18]=[CH:19][CH:20]=3)[C:15]2=[O:24])=[N:6][CH:7]=[CH:8][CH:9]=1)([O-])=O.[H][H]>[Pd].C(O)C.C(OCC)(=O)C>[NH2:1][C:4]1[C:5]([N:10]([C:25]2[CH:30]=[CH:29][CH:28]=[CH:27][CH:26]=2)[CH2:11][CH2:12][CH2:13][N:14]2[C:15](=[O:24])[C:16]3[C:21](=[CH:20][CH:19]=[CH:18][CH:17]=3)[C:22]2=[O:23])=[N:6][CH:7]=[CH:8][CH:9]=1 |f:3.4|. Procedure: 2-[3-[(3-Nitro-2-pyridinyl)phenylamino]propyl]-1H-isoindole-1,3(2H)dione is reduced with hydrogen and palladium-on-carbon catalyst in ethanol-ethyl acetate mixtures to give the title compound. The reactants are BrC1=CC=C(C(=O)C2=CC=C(OCC=CCN(C(C(F)(F)F)=O)C3CC3)C=C2)C=C1 (N-[4-[4-(4-bromo-benzoyl)-phenoxy]-but-2-enyl]-N-cyclopropyl-2,2,2-trifluoroacetamide), [OH-].[K+] (potassium hydroxide). Run in CO (methanol), O1CCCC1 (tetrahydrofuran). Conditions: time 1 hour. The product is BrC1=CC=C(C=C1)C(=O)C1=CC=C(C=C1)OCC=CCNC1CC1 ((4-bromo-phenyl)-[4-(4-cyclopropylamino-but-2-enyloxy)-phenyl]-methanone). Yield: 76.0%. RXN SMILES: [Br:1][C:2]1[CH:30]=[CH:29][C:5]([C:6]([C:8]2[CH:28]=[CH:27][C:11]([O:12][CH2:13][CH:14]=[CH:15][CH2:16][N:17]([CH:24]3[CH2:26][CH2:25]3)C(=O)C(F)(F)F)=[CH:10][CH:9]=2)=[O:7])=[CH:4][CH:3]=1.[OH-].[K+]>CO.O1CCCC1>[Br:1][C:2]1[CH:3]=[CH:4][C:5]([C:6]([C:8]2[CH:28]=[CH:27][C:11]([O:12][CH2:13][CH:14]=[CH:15][CH2:16][NH:17][CH:24]3[CH2:26][CH2:25]3)=[CH:10][CH:9]=2)=[O:7])=[CH:29][CH:30]=1 |f:1.2|. Procedure details: A solution of 11.5 g of N-[4-[4-(4-bromo-benzoyl)-phenoxy]-but-2-enyl]-N-cyclopropyl-2,2,2-trifluoroacetamide in 150 ml of methanol and 50 ml of tetrahydrofuran is treated with 5 ml of 20% aqueous potassium hydroxide solution while cooling with ice. The mixture is brought to room temperature and stirred for one hour, concentrated under reduced pressure and the residue is treated with 100 ml of water. The phases are separated and the inorganic phase is extracted with methylene chloride. The organ... Starting materials: NC1=CC=C(C(=O)O)C=C1 (4-aminobenzoic acid), CC1=CC=C(C=C1)S(=O)(=O)O (Tosic acid), C(CCC)N(CC1=CC=C(C=C1)C1=C(C=CC=C1)C1=NN=NN1C(C1=CC=CC=C1)(C1=CC=CC=C1)C1=CC=CC=C1)C1=CC=C(C(=O)OCC)C=C1 (ethyl 4-{N-butyl-N-[(2'-[N-triphenylmethyl-1H-tetrazol-5-yl]biphenyl-4-yl)methyl]amino}benzoate), ester. The product is C(CCC)N(CC1=CC=C(C=C1)C1=C(C=CC=C1)C1=NN=NN1)C1=CC=C(C(=O)O)C=C1 (4-{N-Butyl-N-[(2'-[1H-tetrazol-5-yl]biphenyl-4-yl)methyl]amino}benzoic acid). As a reaction SMILES: NC1C=CC(C(O)=O)=CC=1.CC1C=CC(S(O)(=O)=O)=CC=1.[CH2:22]([N:26]([C:64]1[CH:74]=[CH:73][C:67]([C:68]([O:70]CC)=[O:69])=[CH:66][CH:65]=1)[CH2:27][C:28]1[CH:33]=[CH:32][C:31]([C:34]2[CH:39]=[CH:38][CH:37]=[CH:36][C:35]=2[C:40]2[N:44](C(C3C=CC=CC=3)(C3C=CC=CC=3)C3C=CC=CC=3)[N:43]=[N:42][N:41]=2)=[CH:30][CH:29]=1)[CH2:23][CH2:24][CH3:25]>>[CH2:22]([N:26]([C:64]1[CH:65]=[CH:66][C:67]([C:68]([OH:70])=[O:69])=[CH:73][CH:74]=1)[CH2:27][C:28]1[CH:29]=[CH:30][C:31]([C:34]2[CH:39]=[CH:38][CH:37]=[CH:36][C:35]=2[C:40]2[NH:44][N:43]=[N:42][N:41]=2)=[CH:32][CH:33]=1)[CH2:23][CH2:24][CH3:25]. Procedure: The title compound was prepared in analogy to Example 164 starting from 4-aminobenzoic acid instead of 3-aminobenzoic acid. Tosic acid deprotection of ethyl 4-{N-butyl-N-[(2'-[N-triphenylmethyl-1H-tetrazol-5-yl]biphenyl-4-yl)methyl]amino}benzoate followed by ester hydrolysis afforded, after purification by flash chromatography on silica gel eluting with 95:5:0.25 chloroform/ethanol/acetic acid, the title compound (100 mg, 26%) as a solid. 1H NMR (CD3OD, 300 MHz) δ 1.00 (t, 3H), 1.40 (m, 2H), 1.6... Starting materials: CC(=O)OCC(=O)N1CCC(c2c(C#N)c(N)nc(SCc3csc(-c4ccc(Cl)cc4)n3)c2C#N)CC1, [Li+], C1COCCO1, [OH-], O. The product is N#Cc1c(N)nc(SCc2csc(-c3ccc(Cl)cc3)n2)c(C#N)c1C1CCN(C(=O)CO)CC1. Reaction SMILES: [C:1](=[O:2])([CH3:3])[O:4][CH2:5][C:6](=[O:7])[N:8]1[CH2:9][CH2:10][CH:11]([c:14]2[c:15]([C:37]#[N:38])[c:16]([NH2:36])[n:17][c:18]([S:22][CH2:23][c:24]3[n:25][c:26](-[c:29]4[cH:30][cH:31][c:32]([Cl:35])[cH:33][cH:34]4)[s:27][cH:28]3)[c:19]2[C:20]#[N:21])[CH2:12][CH2:13]1.[Li+:39].[O:41]1[CH2:42][CH2:43][O:44][CH2:45][CH2:46]1.[OH-:40].[OH2:47]>>[OH:4][CH2:5][C:6](=[O:7])[N:8]1[CH2:9][CH2:10][CH:11]([c:14]2[c:15]([C:37]#[N:38])[c:16]([NH2:36])[n:17][c:18]([S:22][CH2:23][c:24]3[n:25][c:26](-[c:29]4[cH:30][cH:31][c:32]([Cl:35])[cH:33][cH:34]4)[s:27][cH:28]3)[c:19]2[C:20]#[N:21])[CH2:12][CH2:13]1. Reactants: CCN(C(C)C)C(C)C (DIPEA), OC(=O)C(F)(F)F.NCC1=CC(=C(C(=O)N[C@H](C(=O)O)CC2=CC=C(C=C2)C=2C(N(C(N(C2C)C)=O)C)=O)C(=C1)F)F ((S)-2-(4-aminomethyl-2,6-difluorobenzoylamino)-3-[4-(1,3,6-trimethyl-2,4-dioxo-1,2,3,4-tetrahydropyrimidin-5-yl)phenyl]propionic acid TFA salt), O=C1N(C(CC1)=O)OC(CCOCCOCCOCCOCCNC(CCN1C(C=CC1=O)=O)=O)=O (3-[2-[2-[2-[2-[3-(2,5-dioxo-2,5-dihydro-pyrrol-1-yl)-propionylamino]ethoxy]ethoxy]ethoxy]ethoxy]propionic acid-2,5-dioxo-pyrrolidin-1-yl ester). Yields the product O=C1N(C(C=C1)=O)CCC(=O)NCCOCCOCCOCCOCCC(=O)NCC1=CC(=C(C(=O)N[C@H](C(=O)O)CC2=CC=C(C=C2)C=2C(N(C(N(C2C)C)=O)C)=O)C(=C1)F)F ((S)-2-[4-[(3-[2-[2-[2-[2-[3-(2,5-dioxo-2,5-dihydropyrrol-1-yl)propionylamino]ethoxy]ethoxy]ethoxy]ethoxy]propionylamino)methyl]-2,6-difluorobenzoylamino]-3-[4-(1,3,6-trimethyl-2,4-dioxo-1,2,3,4-tetrahydropyrimidin-5-yl)phenyl]propionic acid), solid. Isolated yield 43.0%. Reaction SMILES: OC(C(F)(F)F)=O.[NH2:8][CH2:9][C:10]1[CH:40]=[C:39]([F:41])[C:13]([C:14]([NH:16][C@@H:17]([CH2:21][C:22]2[CH:27]=[CH:26][C:25]([C:28]3[C:29](=[O:38])[N:30]([CH3:37])[C:31](=[O:36])[N:32]([CH3:35])[C:33]=3[CH3:34])=[CH:24][CH:23]=2)[C:18]([OH:20])=[O:19])=[O:15])=[C:12]([F:42])[CH:11]=1.O=C1CCC(=O)N1[O:50][C:51](=O)[CH2:52][CH2:53][O:54][CH2:55][CH2:56][O:57][CH2:58][CH2:59][O:60][CH2:61][CH2:62][O:63][CH2:64][CH2:65][NH:66][C:67](=[O:77])[CH2:68][CH2:69][N:70]1[C:74](=[O:75])[CH:73]=[CH:72][C:71]1=[O:76].CCN(C(C)C)C(C)C>>[O:76]=[C:71]1[CH:72]=[CH:73][C:74](=[O:75])[N:70]1[CH2:69][CH2:68][C:67]([NH:66][CH2:65][CH2:64][O:63][CH2:62][CH2:61][O:60][CH2:59][CH2:58][O:57][CH2:56][CH2:55][O:54][CH2:53][CH2:52][C:51]([NH:8][CH2:9][C:10]1[CH:11]=[C:12]([F:42])[C:13]([C:14]([NH:16][C@@H:17]([CH2:21][C:22]2[CH:23]=[CH:24][C:25]([C:28]3[C:29](=[O:38])[N:30]([CH3:37])[C:31](=[O:36])[N:32]([CH3:35])[C:33]=3[CH3:34])=[CH:26][CH:27]=2)[C:18]([OH:20])=[O:19])=[O:15])=[C:39]([F:41])[CH:40]=1)=[O:50])=[O:77] |f:0.1|. Procedure: The title compound was prepared using a similar procedure as described in Example 1, Step 11, starting from (S)-2-(4-aminomethyl-2,6-difluorobenzoylamino)-3-[4-(1,3,6-trimethyl-2,4-dioxo-1,2,3,4-tetrahydropyrimidin-5-yl)phenyl]propionic acid TFA salt (120 mg, 0.2 mmol), 3-[2-[2-[2-[2-[3-(2,5-dioxo-2,5-dihydro-pyrrol-1-yl)-propionylamino]ethoxy]ethoxy]ethoxy]ethoxy]propionic acid-2,5-dioxo-pyrrolidin-1-yl ester (103 mg, 0.2 mmol), and DIPEA (129 mg, 174 uL, 1.0 mmol), and after HPLC purification,...